This data is from the Open Reaction Database (ORD), a public repository of structured organic reaction records. The task is: describe an organic reaction: reactants, conditions, products, and yield Reported procedure: The title compound was prepared from (R)-2-(((9H-fluoren-9-yl)methoxy)carbonylamino)-3-((R)-2-dodecanamido-3-(dodecyloxy)propylthio)propanoic acid (1.0 eq, from example 26, step 8) and diethyl 3-(2-(2-aminoethoxy)ethoxy)-1,1-difluoropropylphosphonate (1.2 eq, from example 22, step 3) by following the procedure described for example 26, step 9. Starting materials: C1=CC=CC=2C3=CC=CC=C3C(C12)COC(=O)N[C@H](C(=O)O)CSC[C@@H](COCCCCCCCCCCCC)NC(CCCCCCCCCCC)=O ((R)-2-(((9H-fluoren-9-yl)methoxy)carbonylamino)-3-((R)-2-dodecanamido-3-(dodecyloxy)propylthio)propanoic acid), NCCOCCOCCC(F)(F)P(OCC)(OCC)=O (diethyl 3-(2-(2-aminoethoxy)ethoxy)-1,1-difluoropropylphosphonate). The product is C(C)OP(OCC)(=O)C(CCOCCOCCNC([C@H](CSC[C@@H](COCCCCCCCCCCCC)NC(CCCCCCCCCCC)=O)NC(=O)OCC1C2=CC=CC=C2C=2C=CC=CC12)=O)(F)F ((12R,16R)-12-(((9H-fluoren-9-yl)methoxy)carbonylamino)-16-dodecanamido-1,1-difluoro-11-oxo-4,7,18-trioxa-14-thia-10-azatriacontylphosphonic acid diethyl ester). RXN SMILES: [CH:1]1[C:13]2[CH:12]([CH2:14][O:15][C:16]([NH:18][C@@H:19]([CH2:23][S:24][CH2:25][C@H:26]([NH:41][C:42](=[O:54])[CH2:43][CH2:44][CH2:45][CH2:46][CH2:47][CH2:48][CH2:49][CH2:50][CH2:51][CH2:52][CH3:53])[CH2:27][O:28][CH2:29][CH2:30][CH2:31][CH2:32][CH2:33][CH2:34][CH2:35][CH2:36][CH2:37][CH2:38][CH2:39][CH3:40])[C:20](O)=[O:21])=[O:17])[C:11]3[C:6](=[CH:7][CH:8]=[CH:9][CH:10]=3)[C:5]=2[CH:4]=[CH:3][CH:2]=1.[NH2:55][CH2:56][CH2:57][O:58][CH2:59][CH2:60][O:61][CH2:62][CH2:63][C:64]([P:67](=[O:74])([O:71][CH2:72][CH3:73])[O:68][CH2:69][CH3:70])([F:66])[F:65]>>[CH2:69]([O:68][P:67]([C:64]([F:66])([F:65])[CH2:63][CH2:62][O:61][CH2:60][CH2:59][O:58][CH2:57][CH2:56][NH:55][C:20](=[O:21])[C@@H:19]([NH:18][C:16]([O:15][CH2:14][CH:12]1[C:13]2[CH:1]=[CH:2][CH:3]=[CH:4][C:5]=2[C:6]2[C:11]1=[CH:10][CH:9]=[CH:8][CH:7]=2)=[O:17])[CH2:23][S:24][CH2:25][C@H:26]([NH:41][C:42](=[O:54])[CH2:43][CH2:44][CH2:45][CH2:46][CH2:47][CH2:48][CH2:49][CH2:50][CH2:51][CH2:52][CH3:53])[CH2:27][O:28][CH2:29][CH2:30][CH2:31][CH2:32][CH2:33][CH2:34][CH2:35][CH2:36][CH2:37][CH2:38][CH2:39][CH3:40])(=[O:74])[O:71][CH2:72][CH3:73])[CH3:70]. Starting materials: O=C(O)C(O)(c1ccccc1Cl)c1ccccc1Cl, Cc1ccc(NC(=O)C(C)C)cc1C1CCN(CCCN)CC1. The product is Cc1ccc(NC(=O)C(C)C)cc1C1CCN(CCCNC(=O)C(O)(c2ccccc2Cl)c2ccccc2Cl)CC1. As a reaction SMILES: [Cl:1][c:2]1[c:3]([C:8]([C:9](=[O:10])[OH:11])([OH:12])[c:13]2[c:14]([Cl:19])[cH:15][cH:16][cH:17][cH:18]2)[cH:4][cH:5][cH:6][cH:7]1.[NH2:20][CH2:21][CH2:22][CH2:23][N:24]1[CH2:25][CH2:26][CH:27]([c:30]2[cH:31][c:32]([NH:37][C:38]([CH:39]([CH3:40])[CH3:41])=[O:42])[cH:33][cH:34][c:35]2[CH3:36])[CH2:28][CH2:29]1>>[Cl:1][c:2]1[c:3]([C:8]([C:9](=[O:11])[NH:20][CH2:21][CH2:22][CH2:23][N:24]2[CH2:25][CH2:26][CH:27]([c:30]3[cH:31][c:32]([NH:37][C:38]([CH:39]([CH3:40])[CH3:41])=[O:42])[cH:33][cH:34][c:35]3[CH3:36])[CH2:28][CH2:29]2)([OH:12])[c:13]2[c:14]([Cl:19])[cH:15][cH:16][cH:17][cH:18]2)[cH:4][cH:5][cH:6][cH:7]1. Reactants: C(C)(C)OC(C)C (isopropyl ether), CC(C(=O)N)N1C=NC=2C1=NC=CC2 (α-methyl-3H-imidazo[4,5-b]pyridine-3-acetamide), Cl (hydrogen chloride). Solvent: C(C)(C)O (isopropyl alcohol), C(C)(C)O (isopropyl alcohol). Yields the product O.Cl.ClC1=CC=C(C=C1)C1=NC=2C(=NC=CC2)N1[C@H](C(=O)NCCN(C)C)C ((S)-2-(4-Chlorophenyl)-N-[2-(dimethylamino)ethyl]-α-methyl-3H-imidazo[4,5-b]pyridine-3-acetamide hydrochloride hydrate). Reaction SMILES: [CH3:1][CH:2]([N:6]1[C:10]2=[N:11][CH:12]=[CH:13][CH:14]=[C:9]2[N:8]=[CH:7]1)[C:3]([NH2:5])=[O:4].[ClH:15].C(O[CH:20]([CH3:22])[CH3:21])(C)C>C(O)(C)C>[OH2:4].[ClH:15].[Cl:15][C:21]1[CH:20]=[CH:22][C:14]([C:7]2[N:6]([C@@H:2]([CH3:1])[C:3]([NH:5][CH2:1][CH2:2][N:6]([CH3:10])[CH3:7])=[O:4])[C:10]3=[N:11][CH:12]=[CH:13][CH:14]=[C:9]3[N:8]=2)=[CH:13][CH:12]=1 |f:4.5.6|. Procedure: A solution of crude (S)-2-(4-chlorophenyl)-N-[2-dimethylamino) ethyl]-α-methyl-3H-imidazo[4,5-b]pyridine-3-acetamide (1.49 g, 0.00335 mole) in hot isopropyl alcohol was treated with hydrogen chloride in isopropyl alcohol until the solution was acidic. Upon addition of isopropyl ether, solid precipitated. After cooling to room temperature, the solid was collected by filtration, rinsed with isopropyl ether, and dried under high vacuum to give 1.64 g of title compound, mp 252°-255° C. Starting materials: CNCCNC (N1,N2-dimethylethane-1,2-diamine), BrC=1C=C2N(N=CC(=C2N[C@H]2C(CN(CC2)C2=CC=C(C=C2)C#N)(C)C)C(=O)N)C1 ((R)-6-bromo-4-((1-(4-cyanophenyl)-3,3-dimethylpiperidin-4-yl)amino)pyrrolo[1,2-b]pyridazine-3-carboxamide), O=C1NCC[C@@H]1NC(OC(C)(C)C)=O ((S)-tert-butyl (2-oxopyrrolidin-3-yl)carbamate), C([O-])([O-])=O.[K+].[K+] (potassium carbonate). The reagents and catalysts are [Cu]I (copper(I) iodide). Run in O1CCOCC1 (dioxane), CO.ClCCl (methanol dichloromethane). Run at temperature 100 celsius, time 10.9 minute. Product: C(N)(=O)C1=C(C=2N(N=C1)C=C(C2)N2C([C@H](CC2)NC(OC(C)(C)C)=O)=O)N[C@H]2C(CN(CC2)C2=CC=C(C=C2)C#N)(C)C (tert-butyl ((S)-1-(3-carbamoyl-4-(((R)-1-(4-cyanophenyl)-3,3-dimethylpiperidin-4-yl)amino)pyrrolo[1,2-b]pyridazin-6-yl)-2-oxopyrrolidin-3-yl)carbamate). Isolated yield 19.2%. Reaction SMILES: Br[C:2]1[CH:3]=[C:4]2[C:9]([NH:10][C@@H:11]3[CH2:16][CH2:15][N:14]([C:17]4[CH:22]=[CH:21][C:20]([C:23]#[N:24])=[CH:19][CH:18]=4)[CH2:13][C:12]3([CH3:26])[CH3:25])=[C:8]([C:27]([NH2:29])=[O:28])[CH:7]=[N:6][N:5]2[CH:30]=1.[O:31]=[C:32]1[C@@H:36]([NH:37][C:38](=[O:44])[O:39][C:40]([CH3:43])([CH3:42])[CH3:41])[CH2:35][CH2:34][NH:33]1.C(=O)([O-])[O-].[K+].[K+].CNCCNC>O1CCOCC1.CO.ClCCl.[Cu]I>[C:27]([C:8]1[CH:7]=[N:6][N:5]2[CH:30]=[C:2]([N:33]3[CH2:34][CH2:35][C@H:36]([NH:37][C:38](=[O:44])[O:39][C:40]([CH3:41])([CH3:43])[CH3:42])[C:32]3=[O:31])[CH:3]=[C:4]2[C:9]=1[NH:10][C@@H:11]1[CH2:16][CH2:15][N:14]([C:17]2[CH:18]=[CH:19][C:20]([C:23]#[N:24])=[CH:21][CH:22]=2)[CH2:13][C:12]1([CH3:25])[CH3:26])(=[O:28])[NH2:29] |f:2.3.4,7.8|. Reported procedure: A mixture of (R)-6-bromo-4-((1-(4-cyanophenyl)-3,3-dimethylpiperidin-4-yl)amino)pyrrolo[1,2-b]pyridazine-3-carboxamide (20 mg, 0.039 mmol), (S)-tert-butyl (2-oxopyrrolidin-3-yl)carbamate (21.6 mg, 0.108 mmol), copper(I) iodide (1.5 mg, 7.70 mmol), potassium carbonate (16.0 mg, 0.116 mmol) in dioxane (0.5 mL) was pumped under vacuum and backfilled with nitrogen twice. N1,N2-dimethylethane-1,2-diamine (8.3 μl, 0.077 mmol) was added. The reaction tube was sealed and heated at 100° C. for 17 h. The ... Reactants: C(C)C1=C(C(=CC=C1)CC)NC(=O)C1=NN(C2=C1CCCC=1C2=NC(=NC1)NC1=C(C=C(C=C1)N1CCN(CC1)C)OC)CCOC1OCCCC1 (N-(2,6-diethylphenyl)-9-{[2-methoxy-4-(4-methylpiperazin-1-yl)phenyl]amino}-1-[2-(tetrahydro-2H-pyran-2-yloxy)ethyl]-1,4,5,6-tetrahydropyrazolo[4′,3′:6,7]cyclohepta[1,2-d]pyrimidine-3-carboxamide), Cl (HCl). The solvent is CO (MeOH), O1CCOCC1 (dioxane). Run at time 1 hour. Yields the product Cl.C(C)C1=C(C(=CC=C1)CC)NC(=O)C1=NN(C2=C1CCCC=1C2=NC(=NC1)NC1=C(C=C(C=C1)N1CCN(CC1)C)OC)CCO (N-(2,6-diethylphenyl)-1-(2-hydroxyethyl)-9-{[2-methoxy-4-(4-methyl piperazin-1-yl)phenyl]amino}-1,4,5,6-tetrahydropyrazolo[4′,3′:6,7]cyclohepta[1,2-d]pyrimidine-3-carboxamide hydrochloride). Reaction SMILES: [CH2:1]([C:3]1[CH:8]=[CH:7][CH:6]=[C:5]([CH2:9][CH3:10])[C:4]=1[NH:11][C:12]([C:14]1[C:18]2[CH2:19][CH2:20][CH2:21][C:22]3[C:23](=[N:24][C:25]([NH:28][C:29]4[CH:34]=[CH:33][C:32]([N:35]5[CH2:40][CH2:39][N:38]([CH3:41])[CH2:37][CH2:36]5)=[CH:31][C:30]=4[O:42][CH3:43])=[N:26][CH:27]=3)[C:17]=2[N:16]([CH2:44][CH2:45][O:46]C2CCCCO2)[N:15]=1)=[O:13])[CH3:2].[ClH:53]>CO.O1CCOCC1>[ClH:53].[CH2:1]([C:3]1[CH:8]=[CH:7][CH:6]=[C:5]([CH2:9][CH3:10])[C:4]=1[NH:11][C:12]([C:14]1[C:18]2[CH2:19][CH2:20][CH2:21][C:22]3[C:23](=[N:24][C:25]([NH:28][C:29]4[CH:34]=[CH:33][C:32]([N:35]5[CH2:36][CH2:37][N:38]([CH3:41])[CH2:39][CH2:40]5)=[CH:31][C:30]=4[O:42][CH3:43])=[N:26][CH:27]=3)[C:17]=2[N:16]([CH2:44][CH2:45][OH:46])[N:15]=1)=[O:13])[CH3:2] |f:4.5|. Reported procedure: To a solution of N-(2,6-diethylphenyl)-9-{[2-methoxy-4-(4-methylpiperazin-1-yl)phenyl]amino}-1-[2-(tetrahydro-2H-pyran-2-yloxy)ethyl]-1,4,5,6-tetrahydropyrazolo[4′,3′:6,7]cyclohepta[1,2-d]pyrimidine-3-carboxamide (0.040 g, 0.056 mmol) in MeOH (0.6 mL), 4M HCl in dioxane (0.010 mL) was added. The mixture was stirred at room temperature for 1 h. The organic solvent was evaporated to dryness to give the title compound in quantitative yield. The reactants are Clc1ccc(C2=NNCC2c2ccccc2)cc1, ClCCl, O=S(=O)(N=C=S)N1CCCCC1. The product is O=S(=O)(NC(=S)N1CC(c2ccccc2)C(c2ccc(Cl)cc2)=N1)N1CCCCC1. Reaction SMILES: [Cl:13][c:14]1[cH:15][cH:16][c:17]([C:20]2=[N:21][NH:22][CH2:23][CH:24]2[c:25]2[cH:26][cH:27][cH:28][cH:29][cH:30]2)[cH:18][cH:19]1.[Cl:31][CH2:32][Cl:33].[N:1]1([S:7](=[O:8])(=[O:9])[N:10]=[C:11]=[S:12])[CH2:2][CH2:3][CH2:4][CH2:5][CH2:6]1>>[N:1]1([S:7](=[O:8])(=[O:9])[NH:10][C:11](=[S:12])[N:22]2[N:21]=[C:20]([c:17]3[cH:16][cH:15][c:14]([Cl:13])[cH:19][cH:18]3)[CH:24]([c:25]3[cH:26][cH:27][cH:28][cH:29][cH:30]3)[CH2:23]2)[CH2:2][CH2:3][CH2:4][CH2:5][CH2:6]1. The reactants are C(C)(C)OC1=CC=C(C=N1)OC=1SC(=CN1)C=NO (2-[(6-isopropoxypyridin-3-yl)oxy]-1,3-thiazole-5-carbaldehyde oxime), CS(=O)(=O)Cl (methanesulfonyl chloride). The solvent is ClCCl (dichloromethane), N1=CC=CC=C1 (pyridine). Run at temperature 25 celsius, time 4 hour. The product is C(C)(C)OC1=CC=C(C=N1)OC=1SC(=CN1)C#N (2-[(6-isopropoxypyridin-3-yl)oxy]-1,3-thiazole-5-carbonitrile). The yield is 83.7%. Reaction SMILES: [CH:1]([O:4][C:5]1[N:10]=[CH:9][C:8]([O:11][C:12]2[S:13][C:14]([CH:17]=[N:18]O)=[CH:15][N:16]=2)=[CH:7][CH:6]=1)([CH3:3])[CH3:2].CS(Cl)(=O)=O>N1C=CC=CC=1.ClCCl>[CH:1]([O:4][C:5]1[N:10]=[CH:9][C:8]([O:11][C:12]2[S:13][C:14]([C:17]#[N:18])=[CH:15][N:16]=2)=[CH:7][CH:6]=1)([CH3:3])[CH3:2]. Reported procedure: To a 0° C. solution of Example 68E (464 mg, 1.66 mmol) in pyridine (10 mL) was added methanesulfonyl chloride (0.53 mL, 6.64 mmol). The reaction was warmed to 25° C., stirred for 4 hours and diluted with dichloromethane (50 mL). The mixture was washed with 10% HCl (2×50 mL) and brine (50 mL), dried (MgSO4), filtered, and concentrated. The concentrate was purified by flash chromatography on silica gel eluting with a solvent gradient from 10% to 20% ethyl acetate in hexanes to provide 363 mg of th...